This data is from the Open Reaction Database (ORD), a public repository of structured organic reaction records. The task is: describe an organic reaction: reactants, conditions, products, and yield Starting materials: C(C)(C)(C)OC(=O)NS(=O)(=O)N(C1CN(CC1)CCN([C@H]1COC2=C(C=3N(C1)C=1C=C(C=CC1C3C3CCCCC3)C(=O)OC)C=CC=C2)C)C (methyl (7R)-7-[(2-{3-[{[(tert-butoxycarbonyl)amino]sulfonyl}(methyl)amino]pyrrolidin-1-yl}ethyl)(methyl)amino]-14-cyclohexyl-7,8-dihydro-6H-indolo[1,2-e][1,5]benzoxazocine-11-carboxylate), [OH-].[K+] (KOH). Run in O1CCOCC1 (dioxane). Reaction conditions: temperature 70 celsius. Product: C(C)(C)(C)OC(=O)NS(=O)(=O)N(C1CN(CC1)CCN([C@H]1COC2=C(C=3N(C1)C=1C=C(C=CC1C3C3CCCCC3)C(=O)O)C=CC=C2)C)C ((7R)-7-[(2-{3-[{[(tert-butoxycarbonyl)amino]sulfonyl}(methyl)amino]pyrrolidin-1-yl}ethyl)(methyl)amino]-14-cyclohexyl-7,8-dihydro-6H-indolo[1,2-e][1,5]benzoxazocine-11-carboxylic acid). As a reaction SMILES: [C:1]([O:5][C:6]([NH:8][S:9]([N:12]([CH3:51])[CH:13]1[CH2:17][CH2:16][N:15]([CH2:18][CH2:19][N:20]([CH3:50])[C@@H:21]2[CH2:28][N:27]3[C:29]4[CH:30]=[C:31]([C:42]([O:44]C)=[O:43])[CH:32]=[CH:33][C:34]=4[C:35]([CH:36]4[CH2:41][CH2:40][CH2:39][CH2:38][CH2:37]4)=[C:26]3[C:25]3[CH:46]=[CH:47][CH:48]=[CH:49][C:24]=3[O:23][CH2:22]2)[CH2:14]1)(=[O:11])=[O:10])=[O:7])([CH3:4])([CH3:3])[CH3:2].[OH-].[K+]>O1CCOCC1>[C:1]([O:5][C:6]([NH:8][S:9]([N:12]([CH3:51])[CH:13]1[CH2:17][CH2:16][N:15]([CH2:18][CH2:19][N:20]([CH3:50])[C@@H:21]2[CH2:28][N:27]3[C:29]4[CH:30]=[C:31]([C:42]([OH:44])=[O:43])[CH:32]=[CH:33][C:34]=4[C:35]([CH:36]4[CH2:37][CH2:38][CH2:39][CH2:40][CH2:41]4)=[C:26]3[C:25]3[CH:46]=[CH:47][CH:48]=[CH:49][C:24]=3[O:23][CH2:22]2)[CH2:14]1)(=[O:11])=[O:10])=[O:7])([CH3:4])([CH3:3])[CH3:2] |f:1.2|. Procedure details: A solution of methyl (7R)-7-[(2-{3-[{[(tert-butoxycarbonyl)amino]sulfonyl}(methyl)amino]pyrrolidin-1-yl}ethyl)(methyl)amino]-14-cyclohexyl-7,8-dihydro-6H-indolo[1,2-e][1,5]benzoxazocine-11-carboxylate in dioxane was treated with aqueous KOH (1M) (3 eq) and heated at 70° C. for 1 h. The residue obtained after evaporation of all volatiles was taken into EtOAc, acidified with HCl (1N), and the organics washed with brine, dried and concentrated in vacuo to get the title compound as a white powder. (...